This data is from the Open Reaction Database (ORD), a public repository of structured organic reaction records. The task is: describe an organic reaction: reactants, conditions, products, and yield Reactants: C(C)(C)(C)OC1=CC=C(C=C)C=C1 (p-t-butoxystyrene), C(CCCCCCCCCCC)S (dodecylmercaptan), N(=NC(C#N)(C)C)C(C#N)(C)C (azobisisobutyronitrile). Run in O1CCOCC1 (dioxane). The product is C#CC1=CC=C(C=C1)O (poly(p-hydroxystyrene)). As a reaction SMILES: C([O:5][C:6]1[CH:13]=[CH:12][C:9]([CH:10]=[CH2:11])=[CH:8][CH:7]=1)(C)(C)C.C(S)CCCCCCCCCCC.N(C(C)(C)C#N)=NC(C)(C)C#N>O1CCOCC1>[CH:11]#[C:10][C:9]1[CH:12]=[CH:13][C:6]([OH:5])=[CH:7][CH:8]=1. Procedure: In 100 ml of dioxane were dissolved 176 g (1.0 mole) of p-t-butoxystyrene, 4.0 g (0.02 mole) of dodecylmercaptan and 8.2 g (0.05 mole) of azobisisobutyronitrile, and the resulting solution was subjected to reaction for 10 hours while the internal temperature was kept at 75° C., after which the reaction mixture was subjected to several reprecipitation treatments to remove the unreacted monomer, thereby obtaining poly(p-t-butoxystyrene). Subsequently, this poly(p-t-butoxystyrene) was hydrolyzed wi... The reactants are CN(C)C1CCN(c2cc([N+](=O)[O-])c(C#N)cc2-c2ccccc2)C1, CC(=O)O, CCOC(C)=O, CO, Cl, [Na+], [OH-], O, O, Cl[Sn]Cl. Product: CN(C)C1CCN(c2cc(N)c(C#N)cc2-c2ccccc2)C1. Reaction SMILES: [CH3:1][N:2]([CH:3]1[CH2:4][N:5]([c:8]2[cH:9][c:10]([N+:22]([O-:23])=[O:24])[c:11]([C:20]#[N:21])[cH:12][c:13]2-[c:14]2[cH:15][cH:16][cH:17][cH:18][cH:19]2)[CH2:6][CH2:7]1)[CH3:25].[CH3:26][C:27](=[O:28])[OH:29].[CH3:38][CH2:39][O:40][C:41](=[O:42])[CH3:43].[CH3:44][OH:45].[ClH:37].[Na+:36].[OH-:35].[OH2:30].[OH2:31].[Sn:32]([Cl:33])[Cl:34]>>[CH3:1][N:2]([CH:3]1[CH2:4][N:5]([c:8]2[cH:9][c:10]([NH2:22])[c:11]([C:20]#[N:21])[cH:12][c:13]2-[c:14]2[cH:15][cH:16][cH:17][cH:18][cH:19]2)[CH2:6][CH2:7]1)[CH3:25]. The reactants are C(C1=CC=CC=C1)N1C(=C(C=2C1=C(N=NC2)OCC2=CC=C(C=C2)F)C=O)C (1-benzyl-7-(4-fluorobenzyloxy) 3-formyl-2 -methylpyrrolo [2,3-d]pyridazine), [BH4-].[Na+] (sodium borohydride), O (water). The solvent is C(C)O (ethanol). Run at time 30 minute. Yields the product C(C1=CC=CC=C1)N1C(=C(C=2C1=C(N=NC2)OCC2=CC=C(C=C2)F)CO)C (1-Benzyl-7-(4-fluorobenzyloxy)-3-hydroxymethyl-2-methylpyrrolo[2,3-d]pyridazine). Isolated yield 85.3%. Reaction SMILES: [CH2:1]([N:8]1[C:12]2=[C:13]([O:17][CH2:18][C:19]3[CH:24]=[CH:23][C:22]([F:25])=[CH:21][CH:20]=3)[N:14]=[N:15][CH:16]=[C:11]2[C:10]([CH:26]=[O:27])=[C:9]1[CH3:28])[C:2]1[CH:7]=[CH:6][CH:5]=[CH:4][CH:3]=1.[BH4-].[Na+].O>C(O)C>[CH2:1]([N:8]1[C:12]2=[C:13]([O:17][CH2:18][C:19]3[CH:20]=[CH:21][C:22]([F:25])=[CH:23][CH:24]=3)[N:14]=[N:15][CH:16]=[C:11]2[C:10]([CH2:26][OH:27])=[C:9]1[CH3:28])[C:2]1[CH:7]=[CH:6][CH:5]=[CH:4][CH:3]=1 |f:1.2|. Procedure: A solution of 780 mg (2.08 mmol) of 1-benzyl-7-(4-fluorobenzyloxy) 3-formyl-2 -methylpyrrolo [2,3-d]pyridazine in 50 ml of ethanol is treated with 80 mg (2.1 mmol) of sodium borohydride and stirred at room temperature for 30 min. After addition of 100 ml of water, the mixture is concentrated on a rotary evaporator to half the volume. The precipitate is filtered off, washed with 50 ml of water and dried in a high vacuum over potassium hydroxide. 670 mg (85%) of the title compound are isolated. M....